Dataset: the Open Reaction Database (ORD), a public repository of structured organic reaction records. Task: describe an organic reaction: reactants, conditions, products, and yield Reactants: COCCOC (1,2-dimethoxyethane), BrC=1C(=NC=CC1)C(=O)OCC (ethyl 3-bromopyridine-2-carboxylate), C(C)(C)(C)OC(=O)NCC1=C(C=CC=C1)B(O)O (2-(tert-butoxycarbonylaminomethyl)phenylboronic acid), C([O-])([O-])=O.[Na+].[Na+] (sodium carbonate). Reagents/catalysts: C=1C=CC(=CC1)[P](C=2C=CC=CC2)(C=3C=CC=CC3)[Pd]([P](C=4C=CC=CC4)(C=5C=CC=CC5)C=6C=CC=CC6)([P](C=7C=CC=CC7)(C=8C=CC=CC8)C=9C=CC=CC9)[P](C=1C=CC=CC1)(C=1C=CC=CC1)C=1C=CC=CC1 (Pd(PPh3)4). Run in ClCCl (dichloromethane). Conditions: time 10 minute. The product is C(C)(C)(C)OC(=O)NCC1=C(C=CC=C1)C=1C(=NC=CC1)C(=O)OCC (Ethyl 3-[2-(tert-butoxycarbonylaminomethyl)phenyl]pyridine-2-carboxylate). The yield is 63.6%. RXN SMILES: COCCOC.Br[C:8]1[C:9]([C:14]([O:16][CH2:17][CH3:18])=[O:15])=[N:10][CH:11]=[CH:12][CH:13]=1.[C:19]([O:23][C:24]([NH:26][CH2:27][C:28]1[CH:33]=[CH:32][CH:31]=[CH:30][C:29]=1B(O)O)=[O:25])([CH3:22])([CH3:21])[CH3:20].C(=O)([O-])[O-].[Na+].[Na+]>ClCCl.C1C=CC([P]([Pd]([P](C2C=CC=CC=2)(C2C=CC=CC=2)C2C=CC=CC=2)([P](C2C=CC=CC=2)(C2C=CC=CC=2)C2C=CC=CC=2)[P](C2C=CC=CC=2)(C2C=CC=CC=2)C2C=CC=CC=2)(C2C=CC=CC=2)C2C=CC=CC=2)=CC=1>[C:19]([O:23][C:24]([NH:26][CH2:27][C:28]1[CH:33]=[CH:32][CH:31]=[CH:30][C:29]=1[C:8]1[C:9]([C:14]([O:16][CH2:17][CH3:18])=[O:15])=[N:10][CH:11]=[CH:12][CH:13]=1)=[O:25])([CH3:22])([CH3:20])[CH3:21] |f:3.4.5,^1:49,51,70,89|. Reported procedure: 150 ml of 1,2-dimethoxyethane were aerated with argon, and 874 mg (0.75 mmol) of Pd(PPh3)4 and 3.45 g (15 mmol) ethyl 3-bromopyridine-2-carboxylate were added. After 10 min, 5.53 g (22.5 mmol) of 2-(tert-butoxycarbonylaminomethyl)phenylboronic acid and finally 15 ml of a 2M sodium carbonate solution were added. The mixture was heated to reflux for 18 h under argon, diluted with dichloromethane after cooling and washed with water. The organic phase was dried, concentrated and purified by chromato... Reactants: CCOC(=O)N1CCC(=CC#N)CC1, CO, N. Yields the product CCOC(=O)N1CCC(N)(CC#N)CC1. As a reaction SMILES: [CH2:1]([CH3:2])[O:3][C:4](=[O:5])[N:6]1[CH2:7][CH2:8][C:9](=[CH:12][C:13]#[N:14])[CH2:10][CH2:11]1.[CH3:16][OH:17].[NH3:15]>>[CH2:1]([CH3:2])[O:3][C:4](=[O:5])[N:6]1[CH2:7][CH2:8][C:9]([CH2:12][C:13]#[N:14])([NH2:15])[CH2:10][CH2:11]1. Starting materials: C([O-])([O-])=O.[K+].[K+] (potassium carbonate), OC1=CC(=C(C=O)C=C1)OC (4-Hydroxy-2-methoxybenzaldehyde), Cl.C(C1=CC=CC=C1)N1C[C@H](CC1)NC(CBr)=O ((3S)-N-(1-benzylpyrrolidin-3-yl)-2-bromoacetamide hydrochloride). Solvent: CN(C)C=O (DMF), CN(C)C=O (DMF). Reaction conditions: time 16 hour. The product is C(C1=CC=CC=C1)N1C[C@H](CC1)NC(COC1=CC(=C(C=C1)C=O)OC)=O ((S)-N-(1-benzylpyrrolidin-3-yl)-2-(4-formyl-3-methoxyphenoxy)-acetamide). The yield is 73.3%. RXN SMILES: [OH:1][C:2]1[CH:9]=[CH:8][C:5]([CH:6]=[O:7])=[C:4]([O:10][CH3:11])[CH:3]=1.C(=O)([O-])[O-].[K+].[K+].Cl.[CH2:19]([N:26]1[CH2:30][CH2:29][C@H:28]([NH:31][C:32](=[O:35])[CH2:33]Br)[CH2:27]1)[C:20]1[CH:25]=[CH:24][CH:23]=[CH:22][CH:21]=1>CN(C=O)C>[CH2:19]([N:26]1[CH2:30][CH2:29][C@H:28]([NH:31][C:32](=[O:35])[CH2:33][O:1][C:2]2[CH:9]=[CH:8][C:5]([CH:6]=[O:7])=[C:4]([O:10][CH3:11])[CH:3]=2)[CH2:27]1)[C:20]1[CH:21]=[CH:22][CH:23]=[CH:24][CH:25]=1 |f:1.2.3,4.5|. Procedure: (S)-(+)-1-Benzyl-3-aminopyrrolidine (6 g, 34 mmol) was dissolved in dichloromethane (12 ml). To this solution, a solution of bromoacetyl chloride (5.46 g, 34 mmol) in dichloromethane (5 ml) was added at room temperature. The mixture was stirred at room temperature for 16 hours. The mixture was filtered, washed with dichloromethane and dried in vacuo to afford 7.3 g (64%) of (3S)-N-(1-benzylpyrrolidin-3-yl)-2-bromoacetamide hydrochloride as a solid which was used directly in the next step. 4-Hydr... Starting materials: C=CCN1CCNCC1=O, CC(C)N=C=O, CCN(C(C)C)C(C)C, ClCCl, Cl, O. Product: C=CCN1CCN(C(=O)NC(C)C)CC1=O. Reaction SMILES: [CH2:2]([CH:3]=[CH2:4])[N:5]1[C:6](=[O:11])[CH2:7][NH:8][CH2:9][CH2:10]1.[CH3:21][CH:22]([CH3:23])[N:24]=[C:25]=[O:26].[CH:12]([N:13]([CH:14]([CH3:15])[CH3:16])[CH2:17][CH3:18])([CH3:19])[CH3:20].[Cl:28][CH2:29][Cl:30].[ClH:1].[OH2:27]>>[CH2:2]([CH:3]=[CH2:4])[N:5]1[C:6](=[O:11])[CH2:7][N:8]([C:25]([NH:24][CH:22]([CH3:21])[CH3:23])=[O:26])[CH2:9][CH2:10]1. Reactants: COC(=O)c1sc(Br)cc1N(C(=O)C1CCC(C)CC1)C1CCC2(CC1)OCCO2, Cl, C1CCOC1. As a reaction SMILES: [CH3:1][O:2][C:3](=[O:4])[c:5]1[s:6][c:7]([Br:30])[cH:8][c:9]1[N:10]([C:11](=[O:12])[CH:13]1[CH2:14][CH2:15][CH:16]([CH3:19])[CH2:17][CH2:18]1)[CH:20]1[CH2:21][CH2:22][C:23]2([O:24][CH2:27][CH2:26][O:25]2)[CH2:28][CH2:29]1.[ClH:31].[O:32]1[CH2:33][CH2:34][CH2:35][CH2:36]1>>[CH3:1][O:2][C:3](=[O:4])[c:5]1[s:6][c:7]([Br:30])[cH:8][c:9]1[N:10]([C:11](=[O:12])[CH:13]1[CH2:14][CH2:15][CH:16]([CH3:19])[CH2:17][CH2:18]1)[CH:20]1[CH2:21][CH2:22][C:23](=[O:24])[CH2:28][CH2:29]1. Product: COC(=O)c1sc(Br)cc1N(C(=O)C1CCC(C)CC1)C1CCC(=O)CC1. Reactants: ClCC(=O)Cl (2-Chloroacetyl chloride), O1N=C(C=C1)N (Isoxazol-3-amine). Solvent: C(Cl)Cl (DCM). Run at temperature 0 celsius, time 2 hour. Yields the product ClCC(=O)NC1=NOC=C1 (2-chloro-N-(isoxazol-3-yl)acetamide). Yield: 85.9%. Reaction SMILES: [Cl:1][CH2:2][C:3](Cl)=[O:4].[O:6]1[CH:10]=[CH:9][C:8]([NH2:11])=[N:7]1>C(Cl)Cl>[Cl:1][CH2:2][C:3]([NH:11][C:8]1[CH:9]=[CH:10][O:6][N:7]=1)=[O:4]. Procedure details: 2-Chloroacetyl chloride (0.21 ml, 2.66 mmol) was dissolved in DCM (10 ml) and the solution was cooled to 0° C. with an ice-bath. Isoxazol-3-amine (0.41 ml, 5.58 mmol) was added dropwise and a white suspension was obtained. The mixture was stirred at room temperature for 2 hours, then the suspension was evaporated and the residue was purified by flash chromatography (ether/EtOAc=8/2 to 7/3) to obtain 2-chloro-N-(isoxazol-3-yl)acetamide (367 mg, 86% yield) as an off-white solid.